From a dataset of the Open Reaction Database (ORD), a public repository of structured organic reaction records. describe an organic reaction: reactants, conditions, products, and yield Starting materials: COc1cc2c(-c3cc4c(C=O)ccnc4n3S(=O)(=O)c3ccc(C)cc3)cn(C)c2cc1OC, ClCCl, Cl, NO, O, c1ccncc1. Product: COc1cc2c(-c3cc4c(C=NO)ccnc4n3S(=O)(=O)c3ccc(C)cc3)cn(C)c2cc1OC. RXN SMILES: [CH3:4][O:5][c:6]1[cH:7][c:8]2[c:9](-[c:18]3[cH:19][c:20]4[c:21]([n:22][cH:23][cH:24][c:25]4[CH:26]=[O:27])[n:28]3[S:29](=[O:30])(=[O:31])[c:32]3[cH:33][cH:34][c:35]([CH3:38])[cH:36][cH:37]3)[cH:10][n:11]([CH3:17])[c:12]2[cH:13][c:14]1[O:15][CH3:16].[Cl:46][CH2:47][Cl:48].[ClH:1].[NH2:2][OH:3].[OH2:45].[cH:39]1[cH:40][cH:41][n:42][cH:43][cH:44]1>>[N:2]([OH:3])=[CH:26][c:25]1[c:20]2[cH:19][c:18](-[c:9]3[c:8]4[cH:7][c:6]([O:5][CH3:4])[c:14]([O:15][CH3:16])[cH:13][c:12]4[n:11]([CH3:17])[cH:10]3)[n:28]([S:29](=[O:30])(=[O:31])[c:32]3[cH:33][cH:34][c:35]([CH3:38])[cH:36][cH:37]3)[c:21]2[n:22][cH:23][cH:24]1. Starting materials: [BH4-], CO, CCOC(C)=O, O=Cc1ccccc1, NCCCOC(=O)C(O)(c1ccccc1)C1CCC(F)(F)C1, [Na+]. The product is O=C(OCCCNCc1ccccc1)C(O)(c1ccccc1)C1CCC(F)(F)C1. As a reaction SMILES: [BH4-:33].[CH3:1][OH:2].[CH3:35][CH2:36][O:37][C:38](=[O:39])[CH3:40].[CH:25](=[O:26])[c:27]1[cH:28][cH:29][cH:30][cH:31][cH:32]1.[NH2:3][CH2:4][CH2:5][CH2:6][O:7][C:8]([C:9]([c:10]1[cH:11][cH:12][cH:13][cH:14][cH:15]1)([OH:16])[CH:17]1[CH2:18][C:19]([F:22])([F:23])[CH2:20][CH2:21]1)=[O:24].[Na+:34]>>[NH:3]([CH2:4][CH2:5][CH2:6][O:7][C:8]([C:9]([c:10]1[cH:11][cH:12][cH:13][cH:14][cH:15]1)([OH:16])[CH:17]1[CH2:18][C:19]([F:22])([F:23])[CH2:20][CH2:21]1)=[O:24])[CH2:25][c:27]1[cH:28][cH:29][cH:30][cH:31][cH:32]1. Starting materials: N1([C@@H](CCC1=O)C(=O)N[C@@H]([C@@H](C)CC)C(=O)N1[C@H](C(=O)N)CCC1)C(=O)OCC1=CC=CC=C1 (Z-Glp-Ile-Pro-NH2). Reagents/catalysts: [Pd] (palladium-on-carbon). The solvent is CO (methanol). The product is N1[C@@H](CCC1=O)C(=O)N[C@@H]([C@@H](C)CC)C(=O)N1[C@H](C(=O)N)CCC1 (Glp-Ile-Pro-NH2). The yield is 89.5%. RXN SMILES: [N:1]1(C(OCC2C=CC=CC=2)=O)[C:5](=[O:6])[CH2:4][CH2:3][C@H:2]1[C:7]([NH:9][C@H:10]([C:15]([N:17]1[CH2:24][CH2:23][CH2:22][C@H:18]1[C:19]([NH2:21])=[O:20])=[O:16])[C@H:11]([CH2:13][CH3:14])[CH3:12])=[O:8]>CO.[Pd]>[NH:1]1[C:5](=[O:6])[CH2:4][CH2:3][C@H:2]1[C:7]([NH:9][C@H:10]([C:15]([N:17]1[CH2:24][CH2:23][CH2:22][C@H:18]1[C:19]([NH2:21])=[O:20])=[O:16])[C@H:11]([CH2:13][CH3:14])[CH3:12])=[O:8]. Procedure: 4.72 g (10 mmoles) of Z-Glp-Ile-Pro-NH2 are dissolved in 100 ml of methanol, 1 g of a 10% palladium-on-carbon catalyst is added, and hydrogen is bubbled through the mixture for one hour. The catalyst is filtered off, the filtrate is evaporated, and the residue is triturated with ether. The resulting 3.22 g of amorphous crude product are dissolved in water, the solution is decolourized, filtered, and the clear filtrate is freeze-dried. 3.03 g (89%) of Glp-Ile-Pro-NH2 are obtained; Rf4 =0.45, [α]D... The product is Cl.NN=CC1=CC=C(CC2NC(N(C2=O)CCC(C(=O)O)NC(=O)OCC2C3=CC=CC=C3C=3C=CC=CC23)=O)C=C1 ((2-(4-(4-(Aminoiminomethyl)benzyl)-2,5-dioxoimidazolidin-1-yl)ethyl)-(9-fluorenylmethoxycarbonyl)aminoacetic acid hydrochloride). As a reaction SMILES: [NH2:1][N:2]=[CH:3][C:4]1[CH:41]=[CH:40][C:7]([CH2:8][CH:9]2[C:13](=[O:14])[N:12]([CH2:15][CH2:16][CH:17]([NH:21][C:22]([O:24][CH2:25][CH:26]3[C:38]4[CH:37]=[CH:36][CH:35]=[CH:34][C:33]=4[C:32]4[C:27]3=[CH:28][CH:29]=[CH:30][CH:31]=4)=[O:23])[C:18]([OH:20])=[O:19])[C:11](=[O:39])[NH:10]2)=[CH:6][CH:5]=1.[ClH:42]>C(O)(=O)C>[ClH:42].[NH2:1][N:2]=[CH:3][C:4]1[CH:5]=[CH:6][C:7]([CH2:8][CH:9]2[C:13](=[O:14])[N:12]([CH2:15][CH2:16][CH:17]([NH:21][C:22]([O:24][CH2:25][CH:26]3[C:27]4[CH:28]=[CH:29][CH:30]=[CH:31][C:32]=4[C:33]4[C:38]3=[CH:37][CH:36]=[CH:35][CH:34]=4)=[O:23])[C:18]([OH:20])=[O:19])[C:11](=[O:39])[NH:10]2)=[CH:40][CH:41]=1 |f:3.4|. Solvent: C(C)(=O)O (acetic acid). Reported procedure: 1.2 g (1.88 mmol) of (2-(4-(4-(aminoiminomethyl)benzyl)-2,5-dioxoimidazolidin-1-yl)ethyl)-(9-fluorenylmethoxycarbonyl)aminoacetic acid are heated at 90° C. for 20 minutes together with 24 ml of 10% strength hydrochloric acid and 24 ml of acetic acid. Following concentration, chromatography takes place, for purification, on Sephadex LH20 using methanol. Starting materials: NN=CC1=CC=C(CC2NC(N(C2=O)CCC(C(=O)O)NC(=O)OCC2C3=CC=CC=C3C=3C=CC=CC23)=O)C=C1 ((2-(4-(4-(aminoiminomethyl)benzyl)-2,5-dioxoimidazolidin-1-yl)ethyl)-(9-fluorenylmethoxycarbonyl)aminoacetic acid), Cl (hydrochloric acid).